This data is from the Open Reaction Database (ORD), a public repository of structured organic reaction records. The task is: describe an organic reaction: reactants, conditions, products, and yield Reactants: C(C)C(C=O)CCCC (2-Ethylhexanal), OCC(O)CO (glycerol). The reagents and catalysts are [Pd] (Pd/C). Reaction conditions: temperature 200 celsius, time 7 hour. Product: C(C)C(C=O)CCCC.OCC(O)CO (2-Ethylhexanal Glycerol). RXN SMILES: [CH2:1]([CH:3]([CH2:6][CH2:7][CH2:8][CH3:9])[CH:4]=[O:5])[CH3:2].[OH:10][CH2:11][CH:12]([CH2:14][OH:15])[OH:13]>[Pd]>[CH2:1]([CH:3]([CH2:6][CH2:7][CH2:8][CH3:9])[CH:4]=[O:5])[CH3:2].[OH:10][CH2:11][CH:12]([CH2:14][OH:15])[OH:13] |f:3.4|. Procedure: 2-Ethylhexanal (12.8 g, 15.6 ml, 0.1 mol), glycerol (92.09 g, 73.7 ml, 1 mol), and 10% Pd/C (5 wt %, 0.64 g) are charged to a Parr reactor, purged with nitrogen three times, heated to 200° C. with stirring and run at 1000 psi of hydrogen for 7 hrs. The reaction mixture forms two phases upon cooling. GC analysis of each phase shows complete consumption of 2-ethylhexanal. Bottom phase (glycerol): glycerol monoethers 3-(2-ethyl)hexoxy-1,2-propanediol and 2-(2-ethyl)hexoxy-1,2-propanediol (55.4%, ra... Reactants: [BH4-].[Li+] (Lithium borohydride), CSC1=CC=C(\C=C/2\C(=C(C3=CC(=CC=C23)N(C)C)CC(=O)Cl)C)C=C1 ((Z)-1-(4-methylthiobenzylidene)-5-dimethylamino-2-methyl-3-indenylacetyl chloride). Run in C1CCOC1 (THF), C1CCOC1 (THF). The product is CSC1=CC=C(\C=C/2\C(=C(C3=CC(=CC=C23)N(C)C)CCO)C)C=C1 ((Z)-1-(4-methylthiobenzylidene)-5-dimethylamino-2-methyl-3-indenyl-(2-hydroxy)ethane). As a reaction SMILES: [BH4-].[Li+].[CH3:3][S:4][C:5]1[CH:28]=[CH:27][C:8](/[CH:9]=[C:10]2/[C:11]([CH3:26])=[C:12]([CH2:22][C:23](Cl)=[O:24])[C:13]3[C:18]/2=[CH:17][CH:16]=[C:15]([N:19]([CH3:21])[CH3:20])[CH:14]=3)=[CH:7][CH:6]=1>C1COCC1>[CH3:3][S:4][C:5]1[CH:6]=[CH:7][C:8](/[CH:9]=[C:10]2/[C:11]([CH3:26])=[C:12]([CH2:22][CH2:23][OH:24])[C:13]3[C:18]/2=[CH:17][CH:16]=[C:15]([N:19]([CH3:20])[CH3:21])[CH:14]=3)=[CH:27][CH:28]=1 |f:0.1|. Procedure: Lithium borohydride (1.38 mmol) in THF (2 ml) is added to the suspension of (Z)-1-(4-methylthiobenzylidene)-5-dimethylamino-2-methyl-3-indenylacetyl chloride (2.78 mmol) in THF (20 ml) at 0° C. The reaction is quenched after 5 minutes with HCl (10%, aqueous, 30 ml). Ethyl acetate (50 ml) is added to extract the product. Reactants: CC(C)CC(CCl)(O)C1=CC=CC=C1 (2-Methyl-4-phenyl-5-chloropentan-4-ol), CN(C)C=O (DMF), O (water), N1N=CN=C1 (1,2,4-Triazole), [H-].[Na+] (sodium hydride), CN(C)C=O (DMF). Yields the product CC(C)CC(CN1N=NC=C1)(O)C1=CC=CC=C1 (2-Methyl-4-phenyl-5-triazol-1-yl-pentan-4-ol). Reaction SMILES: [NH:1]1[CH:5]=NC=[N:2]1.[H-].[Na+].[CH3:8][CH:9]([CH2:11][C:12]([C:16]1[CH:21]=[CH:20][CH:19]=[CH:18][CH:17]=1)([OH:15])[CH2:13]Cl)[CH3:10].O.[CH3:23][N:24](C=O)C>>[CH3:8][CH:9]([CH2:11][C:12]([C:16]1[CH:21]=[CH:20][CH:19]=[CH:18][CH:17]=1)([OH:15])[CH2:13][N:24]1[CH:23]=[CH:5][N:1]=[N:2]1)[CH3:10] |f:1.2|. Procedure: 1,2,4-Triazole (0.03 mol, 2.07 g) was added portionwise to 100% sodium hydride (0.03 mol, 0.72 g) in dry DMF (30 ml) and stirred at room temperature until the effervescence ceased. 2-Methyl-4-phenyl-5-chloropentan-4-ol (0.01 mol, 2.1 g) in dry DMF (10 ml) was added dropwise at room temperature and then the solution was stirred at 100° for 6 hours. On cooling to room temperature the solution was poured into water to precipitate out a solid which was recrystallised from petroleum (60°-80°)/chlorof... The reactants are BrC=1C=C(C=CC1)C(C=1SC2=C(N1)C=CC=C2)OC2CCN(CC2)C (2-[(3-bromo-phenyl)(1-methylpiperidin-4-yloxy)methyl]benzothiazole), C(C1=CC=CC=C1)CN (N-benzylmethylamine), N12CCCCCC2=NCCC1 (1,8-diazabicyclo(5.4.0)undec-7-ene), F[B-](F)(F)F.C(C)(C)(C)[PH+](C(C)(C)C)C(C)(C)C (tri-tert-butylphosphonium tetrafluoroborate), O1CCCC1 (tetrahydrofurane). Reagents/catalysts: CC1=CC=CC=C1P(C2=CC=CC=C2C)C3=CC=CC=C3[CH2-].CC1=CC=CC=C1P(C2=CC=CC=C2C)C3=CC=CC=C3[CH2-].CC(=O)O.CC(=O)O.[Pd].[Pd] (trans-di-μ-acetatobis[2-(di-o-tolyl-phosphino)benzyl]dipalladium(II)), [C-]#[O+].[C-]#[O+].[C-]#[O+].[C-]#[O+].[C-]#[O+].[C-]#[O+].[Mo] (molybdenum hexacarbonyl). Reaction conditions: temperature 125 celsius. Product: S1C(=NC2=C1C=CC=C2)C(C=2C=C(C(=O)N(C)CC1=CC=CC=C1)C=CC2)OC2CCN(CC2)C (3-[benzothiazol-2-yl(1-methylpiperidin-4-yloxy)methyl]-N-benzyl-N-methylbenzamide). Reaction SMILES: Br[C:2]1[CH:3]=[C:4]([CH:8]([O:18][CH:19]2[CH2:24][CH2:23][N:22]([CH3:25])[CH2:21][CH2:20]2)[C:9]2[S:10][C:11]3[CH:17]=[CH:16][CH:15]=[CH:14][C:12]=3[N:13]=2)[CH:5]=[CH:6][CH:7]=1.[CH2:26](CN)[C:27]1[CH:32]=[CH:31][CH:30]=[CH:29][CH:28]=1.[N:35]12[CH2:45]CCN=C1CCCC[CH2:36]2.F[B-](F)(F)F.C([PH+](C(C)(C)C)C(C)(C)C)(C)(C)C.[O:64]1CCCC1>CC1C(P(C2C([CH2-])=CC=CC=2)C2C(C)=CC=CC=2)=CC=CC=1.CC1C(P(C2C([CH2-])=CC=CC=2)C2C(C)=CC=CC=2)=CC=CC=1.CC(O)=O.CC(O)=O.[Pd].[Pd].[C-]#[O+].[C-]#[O+].[C-]#[O+].[C-]#[O+].[C-]#[O+].[C-]#[O+].[Mo]>[S:10]1[C:11]2[CH:17]=[CH:16][CH:15]=[CH:14][C:12]=2[N:13]=[C:9]1[CH:8]([O:18][CH:19]1[CH2:24][CH2:23][N:22]([CH3:25])[CH2:21][CH2:20]1)[C:4]1[CH:3]=[C:2]([CH:7]=[CH:6][CH:5]=1)[C:36]([N:35]([CH2:26][C:27]1[CH:28]=[CH:29][CH:30]=[CH:31][CH:32]=1)[CH3:45])=[O:64] |f:3.4,6.7.8.9.10.11,12.13.14.15.16.17.18|. Procedure: A screw-capped tube is charged with 2-[(3-bromo-phenyl)(1-methylpiperidin-4-yloxy)methyl]benzothiazole (example 27, 400 mg), N-benzylmethylamine (178 μL), 1,8-diazabicyclo(5.4.0)undec-7-ene (100 μL), trans-di-μ-acetatobis[2-(di-o-tolyl-phosphino)benzyl]dipalladium(II) (22 mg), tri-tert-butylphosphonium tetrafluoroborate (17 mg), molybdenum hexacarbonyl (127 mg) and tetrahydrofurane (3 mL). The tube is sealed and heated at 125° C. for 10 min. The reaction was allowed to cool to room temperature a... Starting materials: C(C1=CC=CC=C1)N1CC(C(C1)[N+](=O)[O-])C1=CC(=CC=C1)Cl ((3SR,4RS)-1-benzyl-3-(3-chloro-phenyl)-4-nitro-pyrrolidine), O.O.Cl[Sn]Cl (SnCl2.2H2O), C(=O)(O)[O-].[Na+] (NaHCO3). The solvent is CCOC(=O)C (EtOAc). Product: C(C1=CC=CC=C1)N1CC(C(C1)C1=CC(=CC=C1)Cl)N ((3RS,4SR)-1-Benzyl-4-(3-chloro-phenyl)-pyrrolidin-3-ylamine). Yield: 78.7%. Reaction SMILES: [CH2:1]([N:8]1[CH2:12][CH:11]([N+:13]([O-])=O)[CH:10]([C:16]2[CH:21]=[CH:20][CH:19]=[C:18]([Cl:22])[CH:17]=2)[CH2:9]1)[C:2]1[CH:7]=[CH:6][CH:5]=[CH:4][CH:3]=1.O.O.Cl[Sn]Cl.C([O-])(O)=O.[Na+]>CCOC(C)=O>[CH2:1]([N:8]1[CH2:9][CH:10]([C:16]2[CH:21]=[CH:20][CH:19]=[C:18]([Cl:22])[CH:17]=2)[CH:11]([NH2:13])[CH2:12]1)[C:2]1[CH:7]=[CH:6][CH:5]=[CH:4][CH:3]=1 |f:1.2.3,4.5|. Reported procedure: To a stirred solution of (3SR,4RS)-1-benzyl-3-(3-chloro-phenyl)-4-nitro-pyrrolidine (6.30 g, 19.8 mmol) in EtOAc (150 ml) was added portion wise SnCl2.2H2O (22.43 g, 99 mmol). The reaction mixture was then heated at reflux for 4 hours, cooled down to RT and a saturated aqueous solution of NaHCO3 (500 ml) was added. The salts were filtered off and the product extracted with EtOAc. The organic phases were then dried over Na2SO4, and concentration under vacuum. A column chromatography (CH2Cl2/MeOH ... Starting materials: C(CCCC)(=O)OCC(C(C(C)=O)=[N+]=[N-])OC(CCCC)=O (3-diazo-4-oxopentane-1,2-diyl dipentanoate), CC(=O)C.CC1(OO1)C (dimethyldioxirane acetone). The solvent is CC(=O)C (acetone). Reaction conditions: time 1 hour. Product: C(CCCC)(=O)OCC(C(C(C)=O)=O)OC(CCCC)=O (3,4-dioxopentane-1,2-diyl dipentanoate). As a reaction SMILES: [C:1]([O:7][CH2:8][CH:9]([O:16][C:17](=[O:22])[CH2:18][CH2:19][CH2:20][CH3:21])[C:10](=[N+]=[N-])[C:11](=[O:13])[CH3:12])(=[O:6])[CH2:2][CH2:3][CH2:4][CH3:5].CC(C)=[O:25].CC1(C)OO1>CC(C)=O>[C:1]([O:7][CH2:8][CH:9]([O:16][C:17](=[O:22])[CH2:18][CH2:19][CH2:20][CH3:21])[C:10](=[O:25])[C:11](=[O:13])[CH3:12])(=[O:6])[CH2:2][CH2:3][CH2:4][CH3:5] |f:1.2|. Procedure details: To a solution of methyl diazo dipentanoate 9 (27 mg, 0.086 mmol) in acetone (1 mL) was added dimethyldioxirane acetone solution (2.5 mL, ca. 0.07-0.09 M). The resulting mixture was stirred for 1 h and solvent and excess reagents were removed under reduced pressure to obtain 21 as bright yellow oil (yield=26 mg, quantitative). Starting materials: CC(C)(C)N(Cc1nc2cc(C(=O)NCC(F)(F)F)cnc2[nH]1)C(=O)[O-], Cl, C1COCCO1. Product: NCc1nc2cc(C(=O)NCC(F)(F)F)cnc2[nH]1. As a reaction SMILES: [C:1]([N:5]([C:2](=[O:3])[O-:4])[CH2:9][c:10]1[n:11][c:12]2[c:13]([n:14][cH:15][c:16]([C:18](=[O:19])[NH:20][CH2:21][C:22]([F:23])([F:24])[F:25])[cH:17]2)[nH:26]1)([CH3:6])([CH3:7])[CH3:8].[ClH:27].[O:28]1[CH2:29][CH2:30][O:31][CH2:32][CH2:33]1>>[NH2:5][CH2:9][c:10]1[n:11][c:12]2[c:13]([n:14][cH:15][c:16]([C:18](=[O:19])[NH:20][CH2:21][C:22]([F:23])([F:24])[F:25])[cH:17]2)[nH:26]1. Starting materials: 10.8, C([O-])([O-])=O.[K+].[K+] (potassium carbonate), N1N=CN=C1 (1H-1,2,4-triazole), ClC1=C(C=CC(=C1)Cl)C1(OCCC(O1)C)CBr (2-(2,4-dichlorophenyl)-2-(bromomethyl)-4-methyl-1,3-dioxane), [I-].[Na+] (sodium iodide). Solvent: CS(=O)C (dimethylsulfoxide), O (water). Run at temperature 100 celsius, time 36 hour. Product: ClC1=C(C=CC(=C1)Cl)C1(OCCC(O1)C)CN1N=CN=C1 (1-[2-(2,4-dichlorophenyl)-4-methyl-1,3-dioxan-2-ylmethyl]-1H-1,2,4-triazole). As a reaction SMILES: C(=O)([O-])[O-].[K+].[K+].[NH:7]1[CH:11]=[N:10][CH:9]=[N:8]1.[Cl:12][C:13]1[CH:18]=[C:17]([Cl:19])[CH:16]=[CH:15][C:14]=1[C:20]1([CH2:27]Br)[O:25][CH:24]([CH3:26])[CH2:23][CH2:22][O:21]1.[I-].[Na+]>O.CS(C)=O>[Cl:12][C:13]1[CH:18]=[C:17]([Cl:19])[CH:16]=[CH:15][C:14]=1[C:20]1([CH2:27][N:7]2[CH:11]=[N:10][CH:9]=[N:8]2)[O:25][CH:24]([CH3:26])[CH2:23][CH2:22][O:21]1 |f:0.1.2,5.6|. Procedure: A mixture of 10.8 parts of potassium carbonate, 5.4 parts of 1H-1,2,4-triazole, 20.5 parts of 2-(2,4-dichlorophenyl)-2-(bromomethyl)-4-methyl-1,3-dioxane, 0.2 parts of sodium iodide and 100 parts of dimethylsulfoxide is stirred during 36 hours at 100° C., cooled and poured onto 600 parts of water. The reaction mixture is extracted three times with ethyl acetate and the combined organic layers are washed with 200 parts of water, dried, filtered and evaporated. The residual oil is purified by colu... Starting materials: CCOCC, C=CC1CCCCC1, ClCCl, O=C(OO)c1cccc(Cl)c1, Sc1ccccc1. The product is OC(CSc1ccccc1)C1CCCCC1. RXN SMILES: [CH3:30][CH2:31][O:32][CH2:33][CH3:34].[CH:1](=[CH2:2])[CH:3]1[CH2:4][CH2:5][CH2:6][CH2:7][CH2:8]1.[Cl:27][CH2:28][Cl:29].[OH:9][O:10][C:11]([c:12]1[cH:13][c:14]([Cl:15])[cH:16][cH:17][cH:18]1)=[O:19].[SH:20][c:21]1[cH:22][cH:23][cH:24][cH:25][cH:26]1>>[CH:1]([CH2:2][S:20][c:21]1[cH:22][cH:23][cH:24][cH:25][cH:26]1)([CH:3]1[CH2:4][CH2:5][CH2:6][CH2:7][CH2:8]1)[OH:9].